Task: describe an organic reaction: reactants, conditions, products, and yield. Dataset: the Open Reaction Database (ORD), a public repository of structured organic reaction records Reactants: ClC(=O)OCC1=CC=CC=C1 (benzyl chloroformate), ClC=1C=CC2=C(C(=NC3(CCN(CC3)CC3=CC=CC=C3)C(N2)=O)C2=CC=C(C=C2)Cl)C1 (7-chloro-5-(4-chlorophenyl)-1'-benzyl-spiro[1H-1,4-benzodiazepine-3,4'-piperidin]-2(3H)-one), C(=O)(O)[O-].[Na+] (NaHCO3). The solvent is C1(=CC=CC=C1)C (toluene), C(Cl)Cl (methylene chloride). Conditions: time 3 hour. Product: ClC=1C=CC2=C(C(=NC3(CCN(CC3)C(=O)OCC3=CC=CC=C3)C(N2)=O)C2=CC=C(C=C2)Cl)C1 (7-Chloro-5-(4-chlorophenyl)-1'-benzyloxycarbonyl-spiro-[1H-1,4-benzodiazepine-3,4'-piperidin]-2(3H)-one). Reaction SMILES: Cl[C:2]([O:4][CH2:5][C:6]1[CH:11]=[CH:10][CH:9]=[CH:8][CH:7]=1)=[O:3].[Cl:12][C:13]1[CH:14]=[CH:15][C:16]2[NH:34][C:33](=[O:35])[C:20]3([CH2:25][CH2:24][N:23](CC4C=CC=CC=4)[CH2:22][CH2:21]3)[N:19]=[C:18]([C:36]3[CH:41]=[CH:40][C:39]([Cl:42])=[CH:38][CH:37]=3)[C:17]=2[CH:43]=1.C([O-])(O)=O.[Na+]>C1(C)C=CC=CC=1.C(Cl)Cl>[Cl:12][C:13]1[CH:14]=[CH:15][C:16]2[NH:34][C:33](=[O:35])[C:20]3([CH2:25][CH2:24][N:23]([C:2]([O:4][CH2:5][C:6]4[CH:11]=[CH:10][CH:9]=[CH:8][CH:7]=4)=[O:3])[CH2:22][CH2:21]3)[N:19]=[C:18]([C:36]3[CH:41]=[CH:40][C:39]([Cl:42])=[CH:38][CH:37]=3)[C:17]=2[CH:43]=1 |f:2.3|. Procedure details: 20 ml (0.06 mole) of a 50 percent strength solution of benzyl chloroformate in toluene are added to a mixture of 9.5 g (0.02 nole) of 7-chloro-5-(4-chlorophenyl)-1'-benzyl-spiro[1H-1,4-benzodiazepine-3,4'-piperidin]-2(3H)-one and 5 g (0.06 mole) of NaHCO3 in 150 ml of methylene chloride. The reaction mixture is boiled for 3 hours, with reflux cooling. It is then poured onto ice and the organic phase is separated off and washed twice with 10 percent strength NaHCO3 solution. After drying over Na2... Starting materials: C(C)N(CCCNC1=NNC2=CC=C(C=C12)N)CC (3-(3-diethylaminopropylamino)-5-aminoindazole), Cl (hydrogen chloride), C(C)OCC (diethyl ether). The solvent is C(C)O (ethyl alcohol). Yields the product Cl.Cl.C(C)N(CCCNC1=NNC2=CC=C(C=C12)N)CC (3-(3-diethylaminopropylamino)-5-aminoindazole dihydrochloride). Reaction SMILES: [CH2:1]([N:3]([CH2:18][CH3:19])[CH2:4][CH2:5][CH2:6][NH:7][C:8]1[C:16]2[C:11](=[CH:12][CH:13]=[C:14]([NH2:17])[CH:15]=2)[NH:10][N:9]=1)[CH3:2].[ClH:20].C(OCC)C>C(O)C>[ClH:20].[ClH:20].[CH2:18]([N:3]([CH2:1][CH3:2])[CH2:4][CH2:5][CH2:6][NH:7][C:8]1[C:16]2[C:11](=[CH:12][CH:13]=[C:14]([NH2:17])[CH:15]=2)[NH:10][N:9]=1)[CH3:19] |f:4.5.6|. Procedure: In 15 ml of absolute ethyl alcohol was dissolved 0.6 g of 3-(3-diethylaminopropylamino)-5-aminoindazole, and into the solution was introduced dried hydrogen chloride gas under cooling with ice. To the solution was added anhydrous diethyl ether to separate crystals. Then the crystals were obtained by filtration and dried to give 3-(3-diethylaminopropylamino)-5-aminoindazole dihydrochloride having the following analytical value. The reactants are S1(C=NC2=C1C=CC=C2)=O (benzothiazolinone), C(C1=CC=CC=C1)(=O)O (benzoic acid). The solvent is polyphosphoric acid. Run at temperature 130 celsius. Product: C(C1=CC=CC=C1)(=O)C1=CC2=C(N=CS2=O)C=C1 (6-Benzoylbenzothiazolinone). RXN SMILES: [S:1]1(=[O:10])[C:5]2[CH:6]=[CH:7][CH:8]=[CH:9][C:4]=2[N:3]=[CH:2]1.[C:11](O)(=[O:18])[C:12]1[CH:17]=[CH:16][CH:15]=[CH:14][CH:13]=1>>[C:11]([C:7]1[CH:8]=[CH:9][C:4]2[N:3]=[CH:2][S:1](=[O:10])[C:5]=2[CH:6]=1)(=[O:18])[C:12]1[CH:17]=[CH:16][CH:15]=[CH:14][CH:13]=1. Procedure: To a solution of 0.04 mol of benzothiazolinone in 150 g of polyphosphoric acid there is slowly added, with agitation, 0.05 mol of benzoic acid. The reaction medium is heated to 130° C. for 4 hours. After cooling, the mixture is hydrolyzed in 10 volumes of ice-cold water. The reactants are Cl (hydrochloric acid), ClC1=C(OCC(=O)OC)C=C(C(=C1)Cl)N1N=NN(C1=O)CCC (methyl 2,4-dichloro-5-(1,4-dihydro-5-oxo-4-propyltetrazol-1-yl)phenoxyacetate), ClC1=C(OCC(=O)OC)C=C(C(=C1)Cl)N1N=NN(C1=O)CCC (methyl 2,4-dichloro-5-(1,4-dihydro-5-oxo-4-propyltetrazol-1-yl)phenoxyacetate), [OH-].[Na+] (sodium hydroxide). Solvent: CO (methanol), O (water). Product: ClC1=C(OCC(=O)O)C=C(C(=C1)Cl)N1N=NN(C1=O)CCC (2,4-dichloro-5-[1,4-dihydro-5-oxo-4-propyltetrazol-1-yl)phenoxyacetic acid). The yield is 41.2%. RXN SMILES: [Cl:1][C:2]1[CH:13]=[C:12]([Cl:14])[C:11]([N:15]2[C:19](=[O:20])[N:18]([CH2:21][CH2:22][CH3:23])[N:17]=[N:16]2)=[CH:10][C:3]=1[O:4][CH2:5][C:6]([O:8]C)=[O:7].[OH-].[Na+].Cl>CO.O>[Cl:1][C:2]1[CH:13]=[C:12]([Cl:14])[C:11]([N:15]2[C:19](=[O:20])[N:18]([CH2:21][CH2:22][CH3:23])[N:17]=[N:16]2)=[CH:10][C:3]=1[O:4][CH2:5][C:6]([OH:8])=[O:7] |f:1.2|. Procedure: A stirred solution of 0.5 g (0.0014 mole) of methyl 2,4-dichloro-5-(1,4-dihydro-5-oxo-4-propyltetrazol-1-yl)phenoxyacetate (compound 83) and 0.08 g (0.0021 mole) of sodium hydroxide in 10 mL of methanol was heated at reflux temperature for 1.5 hours. The reaction mixture was cooled, then evaporated under reduced pressure to leave a solid residue. The residue was dissolved in 20 mL of water, and the solution acidified with concentrated hydrochloric acid. A solid precipitate formed and was collect...